Task: describe an organic reaction: reactants, conditions, products, and yield. Dataset: the Open Reaction Database (ORD), a public repository of structured organic reaction records Starting materials: NC1=NC=C(C=C1)C(C(F)(F)F)(F)F (2-amino-5-pentafluoroethylpyridine), C(C)SC=1C(=NC=CC1)C(=O)O (3-ethylsulfanylpicolinic acid), CCN=C=NCCCN(C)C.Cl (EDCI hydrochloride), C=1C=CC2=C(C1)N=NN2O (HOBt), C([O-])(O)=O.[Na+] (sodium bicarbonate). The solvent is N1=CC=CC=C1 (pyridine). Conditions: time 8 hour. The product is C(C)SC=1C(=NC=CC1)C(=O)NC1=NC=C(C=C1)C(C(F)(F)F)(F)F (3-ethylsulfanyl-N-(5-pentafluoroethylpyridin-2-yl)picolinamide). The yield is 29.4%. RXN SMILES: [NH2:1][C:2]1[CH:7]=[CH:6][C:5]([C:8]([F:14])([F:13])[C:9]([F:12])([F:11])[F:10])=[CH:4][N:3]=1.[CH2:15]([S:17][C:18]1[C:19]([C:24](O)=[O:25])=[N:20][CH:21]=[CH:22][CH:23]=1)[CH3:16].CCN=C=NCCCN(C)C.Cl.C1C=CC2N(O)N=NC=2C=1.C(=O)(O)[O-].[Na+]>N1C=CC=CC=1>[CH2:15]([S:17][C:18]1[C:19]([C:24]([NH:1][C:2]2[CH:7]=[CH:6][C:5]([C:8]([F:14])([F:13])[C:9]([F:10])([F:11])[F:12])=[CH:4][N:3]=2)=[O:25])=[N:20][CH:21]=[CH:22][CH:23]=1)[CH3:16] |f:2.3,5.6|. Procedure: A mixture of 0.63 g of 2-amino-5-pentafluoroethylpyridine, 0.55 g of 3-ethylsulfanylpicolinic acid, 1.0 g of EDCI hydrochloride, 0.04 g of HOBt and 5 mL of pyridine was stirred at room temperature overnight. A saturated aqueous sodium bicarbonate solution was poured to the reaction mixture, and the mixture was extracted with ethyl acetate. The organic layer was dried over anhydrous sodium sulfate and then concentrated under reduced pressure, and the resulting residue was applied to a silica gel ... The reagents and catalysts are C=1C=CC(=CC1)[P](C=2C=CC=CC2)(C=3C=CC=CC3)[Pd]([P](C=4C=CC=CC4)(C=5C=CC=CC5)C=6C=CC=CC6)([P](C=7C=CC=CC7)(C=8C=CC=CC8)C=9C=CC=CC9)[P](C=1C=CC=CC1)(C=1C=CC=CC1)C=1C=CC=CC1 (tetrakis(triphenylphosphine)palladium). Reaction SMILES: Br[C:2]1[CH:15]=[CH:14][C:13]2[O:12][C:11]3[C:6](=[CH:7][C:8]([O:16][CH2:17][C:18]([CH3:21])([CH3:20])[CH3:19])=[CH:9][CH:10]=3)[C@:5]3([CH2:25][O:24][C:23]([NH2:26])=[N:22]3)[C:4]=2[CH:3]=1.C([Sn](CCCC)(CCCC)[C:32]1[CH:37]=[CH:36][CH:35]=[CH:34][N:33]=1)CCC.O1CCOCC1>CS(C)=O.C1C=CC([P]([Pd]([P](C2C=CC=CC=2)(C2C=CC=CC=2)C2C=CC=CC=2)([P](C2C=CC=CC=2)(C2C=CC=CC=2)C2C=CC=CC=2)[P](C2C=CC=CC=2)(C2C=CC=CC=2)C2C=CC=CC=2)(C2C=CC=CC=2)C2C=CC=CC=2)=CC=1>[CH2:17]([O:16][C:8]1[CH:9]=[CH:10][C:11]2[O:12][C:13]3[C:4](=[CH:3][C:2]([C:32]4[CH:37]=[CH:36][CH:35]=[CH:34][N:33]=4)=[CH:15][CH:14]=3)[C@@:5]3([CH2:25][O:24][C:23]([NH2:26])=[N:22]3)[C:6]=2[CH:7]=1)[C:18]([CH3:19])([CH3:20])[CH3:21] |^1:59,61,80,99|. Starting materials: BrC1=CC=2[C@@]3(C4=CC(=CC=C4OC2C=C1)OCC(C)(C)C)N=C(OC3)N ((R)-2′-bromo-7′-(neopentyloxy)-5H-spiro[oxazole-4,9′-xanthen]-2-amine), C(CCC)[Sn](C1=NC=CC=C1)(CCCC)CCCC (2-(tributylstannyl)pyridine), O1CCOCC1 (dioxane). Procedure details: A vial was charged with (R)-2′-bromo-7′-(neopentyloxy)-5H-spiro[oxazole-4,9′-xanthen]-2-amine (0.050 g, 0.120 mmol), tetrakis(triphenylphosphine)palladium (0) (0.014 g, 0.012 mmol), 2-(tributylstannyl)pyridine (0.132 g, 0.359 mmol), and dioxane (0.6 mL). The reaction was stirred overnight at 100° C. The mixture was diluted with DMSO and filtered through a syringe filter, which was flushed with additional DMSO. The material was purified via Gilson HPLC (10-90% MeCN:H2O). The clean product fractio... Run at temperature 100 celsius, time 8 hour. Solvent: CS(=O)C (DMSO). The product is C(C(C)(C)C)OC1=CC=2[C@]3(C4=CC(=CC=C4OC2C=C1)C1=NC=CC=C1)N=C(OC3)N ((S)-2′-(neopentyloxy)-7′-(pyridin-2-yl)-5H-spiro[oxazole-4,9′-xanthen]-2-amine). Reactants: C(CCC)OC1=CC(=C(C(=O)O)C=C1)C (4-Butoxy-2-methylbenzoic acid), NC1=CC(=C(C=C1)N1CC(CC1)N(C)C)F ([1-(4-amino-2-fluorophenyl)pyrrolidin-3-yl]dimethylamine). The product is C(CCC)OC1=CC(=C(C(=O)NC2=CC(=C(C=C2)N2CC(CC2)N(C)C)F)C=C1)C (4-Butoxy-N-[4-(3-dimethylaminopyrrolidin-1-yl)-3-fluorophenyl]-2-methylbenzamide). RXN SMILES: [CH2:1]([O:5][C:6]1[CH:14]=[CH:13][C:9]([C:10]([OH:12])=O)=[C:8]([CH3:15])[CH:7]=1)[CH2:2][CH2:3][CH3:4].[NH2:16][C:17]1[CH:22]=[CH:21][C:20]([N:23]2[CH2:27][CH2:26][CH:25]([N:28]([CH3:30])[CH3:29])[CH2:24]2)=[C:19]([F:31])[CH:18]=1>>[CH2:1]([O:5][C:6]1[CH:14]=[CH:13][C:9]([C:10]([NH:16][C:17]2[CH:22]=[CH:21][C:20]([N:23]3[CH2:27][CH2:26][CH:25]([N:28]([CH3:29])[CH3:30])[CH2:24]3)=[C:19]([F:31])[CH:18]=2)=[O:12])=[C:8]([CH3:15])[CH:7]=1)[CH2:2][CH2:3][CH3:4]. Reported procedure: 4-Butoxy-2-methylbenzoic acid was reacted with [1-(4-amino-2-fluorophenyl)pyrrolidin-3-yl]dimethylamine by method P. The product with the molecular weight of 413.54 (C24H32FN3O2) was obtained in this way; MS (ESI): 414 (M+H+).